describe an organic reaction: reactants, conditions, products, and yield From a dataset of the Open Reaction Database (ORD), a public repository of structured organic reaction records. Starting materials: [BH4-], C#CCN, CO, COc1ccc(C=O)c(OC)c1, [Na+]. Yields the product C#CCNCc1ccc(OC)cc1OC. As a reaction SMILES: [BH4-:17].[CH2:13]([C:14]#[CH:15])[NH2:16].[CH3:19][OH:20].[CH3:1][O:2][c:3]1[c:4]([CH:5]=[O:6])[cH:7][cH:8][c:9]([O:11][CH3:12])[cH:10]1.[Na+:18]>>[CH3:1][O:2][c:3]1[c:4]([CH2:5][NH:16][CH2:13][C:14]#[CH:15])[cH:7][cH:8][c:9]([O:11][CH3:12])[cH:10]1. Reactants: Cc1nc2ncc(Br)cc2cc1C(=O)NCc1ccc(C(C)(C)C)cc1, [C-]#N, CNCCNC, Cc1ccccc1, [Cu]I, [NH4+], [Na+], [OH-]. The product is Cc1nc2ncc(C#N)cc2cc1C(=O)NCc1ccc(C(C)(C)C)cc1. RXN SMILES: [Br:1][c:2]1[cH:3][c:4]2[cH:5][c:6]([C:13](=[O:14])[NH:15][CH2:16][c:17]3[cH:18][cH:19][c:20]([C:23]([CH3:24])([CH3:25])[CH3:26])[cH:21][cH:22]3)[c:7]([CH3:12])[n:8][c:9]2[n:10][cH:11]1.[C-:33]#[N:34].[CH3:27][NH:28][CH2:29][CH2:30][NH:31][CH3:32].[CH3:36][c:37]1[cH:38][cH:39][cH:40][cH:41][cH:42]1.[Cu:45][I:46].[NH4+:44].[Na+:35].[OH-:43]>>[c:2]1([C:27]#[N:28])[cH:3][c:4]2[cH:5][c:6]([C:13](=[O:14])[NH:15][CH2:16][c:17]3[cH:18][cH:19][c:20]([C:23]([CH3:24])([CH3:25])[CH3:26])[cH:21][cH:22]3)[c:7]([CH3:12])[n:8][c:9]2[n:10][cH:11]1.